From a dataset of the Open Reaction Database (ORD), a public repository of structured organic reaction records. describe an organic reaction: reactants, conditions, products, and yield The reactants are C(C)(C)(C)C1=CC=C(C=C1)S(=O)C1=CC=C(C=C1)C(C)(C)C (bis-(4-t-butylphenyl)sulfoxide), C(C)(C)(C)C1=CC=CC=C1 (t-butylbenzene), CS(=O)(=O)O (methane sulfonic acid). Solvent: O (water). Reaction conditions: temperature 100 celsius. The product is CS(=O)(=O)[O-].C(C)(C)(C)C1=CC=C(C=C1)[S+](C1=CC=C(C=C1)C(C)(C)C)C1=CC=C(C=C1)C(C)(C)C (tris-(4-t-butylphenyl)sulfonium methane sulfonate). The yield is 20.6%. RXN SMILES: [C:1]([C:5]1[CH:10]=[CH:9][C:8]([S:11]([C:13]2[CH:18]=[CH:17][C:16]([C:19]([CH3:22])([CH3:21])[CH3:20])=[CH:15][CH:14]=2)=O)=[CH:7][CH:6]=1)([CH3:4])([CH3:3])[CH3:2].[C:23]([C:27]1[CH:32]=[CH:31][CH:30]=[CH:29][CH:28]=1)([CH3:26])([CH3:25])[CH3:24].[CH3:33][S:34]([OH:37])(=[O:36])=[O:35]>O>[CH3:33][S:34]([O-:37])(=[O:36])=[O:35].[C:1]([C:5]1[CH:10]=[CH:9][C:8]([S+:11]([C:30]2[CH:31]=[CH:32][C:27]([C:23]([CH3:26])([CH3:25])[CH3:24])=[CH:28][CH:29]=2)[C:13]2[CH:18]=[CH:17][C:16]([C:19]([CH3:22])([CH3:21])[CH3:20])=[CH:15][CH:14]=2)=[CH:7][CH:6]=1)([CH3:4])([CH3:3])[CH3:2] |f:4.5|. Procedure: A mixture of 3 g of bis-(4-t-butylphenyl)sulfoxide, 30 ml of t-butylbenzene and 9.17 g of methane sulfonic acid was heated at 100° C. for 24 hours. The mixture was poured into 100 ml of water and extracted with four 50-ml portions of ether followed by five 50-ml portions of chloroform. The chloroform extracts were dried and the chloroform removed on a rotary evaporator to give 1.03 g of tris-(4-t-butylphenyl)sulfonium methane sulfonate (20.6 percent yield). The reactants are C(C)(C)(C)OC(N(CCCCC1=CC=C(C=C1)NS(=O)(=O)C)CCC1=C(NC2=CC=C(C=C12)NC=1OC(=CN1)C1=CC=CC=C1)C1=CC(=CC(=C1)C)C)=O ({2-[2-(3,5-dimethylphenyl)-5-(5-phenyloxazol-2-ylamino)-1H-indol-3-yl]-ethyl}-[4-(4-methanesulfonylaminophenyl)butyl]-carbamic acid tert-butyl ester), C1(=CC=CC=C1)OC (anisole), FC(C(=O)O)(F)F (trifluoroacetic acid). Reaction conditions: temperature 0 celsius, time 3 hour. Yields the product CC=1C=C(C=C(C1)C)C=1NC2=CC=C(C=C2C1CCNCCCCC1=CC=C(C=C1)NS(=O)(=O)C)NC=1OC(=CN1)C1=CC=CC=C1 (N-[4-(4-{2-[2-(3,5-dimethylphenyl)-5-(5-phenyloxazol-2-ylamino)-1H-indol-3-yl]ethylamino}butyl)phenyl]-methanesulfonamide). The yield is 92.4%. As a reaction SMILES: C(OC(=O)[N:7]([CH2:23][CH2:24][C:25]1[C:33]2[C:28](=[CH:29][CH:30]=[C:31]([NH:34][C:35]3[O:36][C:37]([C:40]4[CH:45]=[CH:44][CH:43]=[CH:42][CH:41]=4)=[CH:38][N:39]=3)[CH:32]=2)[NH:27][C:26]=1[C:46]1[CH:51]=[C:50]([CH3:52])[CH:49]=[C:48]([CH3:53])[CH:47]=1)[CH2:8][CH2:9][CH2:10][CH2:11][C:12]1[CH:17]=[CH:16][C:15]([NH:18][S:19]([CH3:22])(=[O:21])=[O:20])=[CH:14][CH:13]=1)(C)(C)C.C1(OC)C=CC=CC=1.FC(F)(F)C(O)=O>>[CH3:52][C:50]1[CH:51]=[C:46]([C:26]2[NH:27][C:28]3[C:33]([C:25]=2[CH2:24][CH2:23][NH:7][CH2:8][CH2:9][CH2:10][CH2:11][C:12]2[CH:13]=[CH:14][C:15]([NH:18][S:19]([CH3:22])(=[O:20])=[O:21])=[CH:16][CH:17]=2)=[CH:32][C:31]([NH:34][C:35]2[O:36][C:37]([C:40]4[CH:45]=[CH:44][CH:43]=[CH:42][CH:41]=4)=[CH:38][N:39]=2)=[CH:30][CH:29]=3)[CH:47]=[C:48]([CH3:53])[CH:49]=1. Procedure details: To a solution of {2-[2-(3,5-dimethylphenyl)-5-(5-phenyloxazol-2-ylamino)-1H-indol-3-yl]-ethyl}-[4-(4-methanesulfonylaminophenyl)butyl]-carbamic acid tert-butyl ester (10 mg in 0.80 mL methylene chloride) at 0° C. was added 0.050 mL anisole followed by 0.20 mL trifluoroacetic acid and the mixture stirred at 0° C. After 3 hours, the mixture was concentrated in vacuo and the residual acid removed by azeotrope with toluene. Purification of the concentrate by flash chromatography on silica gel (methy...